From a dataset of the Open Reaction Database (ORD), a public repository of structured organic reaction records. describe an organic reaction: reactants, conditions, products, and yield Reactants: NC1(C2CCC(C1)C2)C#N (2-amino-2-cyano-bicyclo[2.2.1]heptane), ( 8/1 ), C(C)OCC (diethyl ether). Solvent: C(C)(=O)OC(C)=O (acetic anhydride). The product is C(C)(=O)NC1(C2CCC(C1)C2)C#N (2-acetylamino-2-cyano-bicyclo[2.2.1]heptane). As a reaction SMILES: [NH2:1][C:2]1([C:9]#[N:10])[CH2:7][CH:6]2[CH2:8][CH:3]1[CH2:4][CH2:5]2.[CH2:11]([O:13]CC)[CH3:12]>C(OC(=O)C)(=O)C>[C:11]([NH:1][C:2]1([C:9]#[N:10])[CH2:7][CH:6]2[CH2:8][CH:3]1[CH2:4][CH2:5]2)(=[O:13])[CH3:12]. Reported procedure: The procedure is as in Example 3, but starting from 2-amino-2-cyano-bicyclo[2.2.1]heptane (6.33 g), in the form of the mixture of the exo and endo racemates in a ratio of (8/1), in diethyl ether (100 cc) and acetic anhydride (4.7 cc); after recrystallization from a mixture of ethanol and water (15/85 by volume) (300 cc), 2-acetylamino-2-cyano-bicyclo[2.2.1]heptane (7.14 g) is obtained in the form of fine white crystals which melt at 164° C. Starting materials: CC(C)n1nc(Br)c2ccc(CBr)cc2c1=O, C1CCOC1, OCC1CC1, [H-], [Na+]. Product: CC(C)n1nc(Br)c2ccc(COCC3CC3)cc2c1=O. Reaction SMILES: [Br:8][c:9]1[n:10][n:11]([CH:22]([CH3:23])[CH3:24])[c:12](=[O:21])[c:13]2[cH:14][c:15]([CH2:19][Br:20])[cH:16][cH:17][c:18]12.[CH2:25]1[O:26][CH2:27][CH2:28][CH2:29]1.[CH:1]1([CH2:4][OH:5])[CH2:2][CH2:3]1.[H-:7].[Na+:6]>>[CH:1]1([CH2:4][O:5][CH2:19][c:15]2[cH:14][c:13]3[c:12](=[O:21])[n:11]([CH:22]([CH3:23])[CH3:24])[n:10][c:9]([Br:8])[c:18]3[cH:17][cH:16]2)[CH2:2][CH2:3]1. Starting materials: COC(CS(=O)(=O)CCN(C)C)COCCCCCCCCCCCCCCCCCC (2-[(2-methoxy-3-octadecyloxypropyl)sulfonyl]ethyldimethylamine), CI (methyl iodide). As a reaction SMILES: [CH3:1][O:2][CH:3]([CH2:13][O:14][CH2:15][CH2:16][CH2:17][CH2:18][CH2:19][CH2:20][CH2:21][CH2:22][CH2:23][CH2:24][CH2:25][CH2:26][CH2:27][CH2:28][CH2:29][CH2:30][CH2:31][CH3:32])[CH2:4][S:5]([CH2:8][CH2:9][N:10]([CH3:12])[CH3:11])(=[O:7])=[O:6].[CH3:33][I:34]>CCOCC>[I-:34].[CH3:1][O:2][CH:3]([CH2:13][O:14][CH2:15][CH2:16][CH2:17][CH2:18][CH2:19][CH2:20][CH2:21][CH2:22][CH2:23][CH2:24][CH2:25][CH2:26][CH2:27][CH2:28][CH2:29][CH2:30][CH2:31][CH3:32])[CH2:4][S:5]([CH2:8][CH2:9][N+:10]([CH3:33])([CH3:12])[CH3:11])(=[O:6])=[O:7] |f:3.4|. Product: [I-].COC(CS(=O)(=O)CC[N+](C)(C)C)COCCCCCCCCCCCCCCCCCC (2-[(2-Methoxy-3-octadecyloxypropyl)sulfonyl]ethyltrimethylammonium iodide). Reaction conditions: time 2 day. Procedure details: In 5 ml of ether is dissolved 0.24 g of 2-[(2-methoxy-3-octadecyloxypropyl)sulfonyl]ethyldimethylamine to which is added 1 ml of methyl iodide. The solution is then stirred at room temperature for 2 days. The reaction liquid is concentrated under reduced pressure and the residue is treated with methanol to give 275 mg of the captioned compound as powder. Solvent: CCOCC (ether).